From a dataset of the Open Reaction Database (ORD), a public repository of structured organic reaction records. describe an organic reaction: reactants, conditions, products, and yield The reactants are [Al+3], CCCN1C(=O)c2cscc2Nc2ccccc21, [H-], [H-], [H-], [H-], [Li+], [Na+], C1CCOC1, [OH-], O. The product is CCCN1Cc2cscc2Nc2ccccc21. Reaction SMILES: [Al+3:25].[CH2:1]([CH2:2][CH3:3])[N:4]1[C:5](=[O:18])[c:6]2[c:7]([cH:15][s:16][cH:17]2)[NH:8][c:9]2[c:10]1[cH:11][cH:12][cH:13][cH:14]2.[H-:24].[H-:27].[H-:28].[H-:29].[Li+:26].[Na+:31].[O:19]1[CH2:20][CH2:21][CH2:22][CH2:23]1.[OH-:30].[OH2:32]>>[CH2:1]([CH2:2][CH3:3])[N:4]1[CH2:5][c:6]2[c:7]([cH:15][s:16][cH:17]2)[NH:8][c:9]2[c:10]1[cH:11][cH:12][cH:13][cH:14]2.